From a dataset of the Open Reaction Database (ORD), a public repository of structured organic reaction records. describe an organic reaction: reactants, conditions, products, and yield Starting materials: CCCc1cc(Cl)c(O)cc1O, O, O=C(O)C(F)(F)F. The product is CCCc1cc(Cl)c(O)c(C=O)c1O. As a reaction SMILES: [Cl:1][c:2]1[c:3]([OH:12])[cH:4][c:5]([OH:11])[c:6]([CH2:8][CH2:9][CH3:10])[cH:7]1.[OH2:13].[OH:14][C:15]([C:16]([F:17])([F:18])[F:19])=[O:20]>>[Cl:1][c:2]1[c:3]([OH:12])[c:4]([CH:15]=[O:14])[c:5]([OH:11])[c:6]([CH2:8][CH2:9][CH3:10])[cH:7]1. Starting materials: [N+](=O)([O-])[O-].[NH4+].[Ce] (cerium ammonium nitrate), C(C)(=O)NC1=CC=NC2=C(C=CC(=C12)OC)OC (4-acetamido-5,8-dimethoxyquinoline), CC#N.O (CH3CN H2O), C(=O)(O)[O-].[Na+] (NaHCO3). Solvent: O (H2O). Reaction conditions: time 45 minute. The product is C(C)(=O)NC1=CC=NC=2C(C=CC(C12)=O)=O (4-Acetamidoquinoline-5,8-dione). RXN SMILES: [N+]([O-])([O-])=O.[NH4+].[Ce].[C:7]([NH:10][C:11]1[C:20]2[C:15](=[C:16]([O:23]C)[CH:17]=[CH:18][C:19]=2[O:21]C)[N:14]=[CH:13][CH:12]=1)(=[O:9])[CH3:8].CC#N.O.C([O-])(O)=O.[Na+]>O>[C:7]([NH:10][C:11]1[C:20]2[C:19](=[O:21])[CH:18]=[CH:17][C:16](=[O:23])[C:15]=2[N:14]=[CH:13][CH:12]=1)(=[O:9])[CH3:8] |f:0.1.2,4.5,6.7|. Procedure details: 22 g (40.1 mmol) of cerium ammonium nitrate are added, at 0° C., to a solution of 5 g (20.3 mmol) of 4-acetamido-5,8-dimethoxyquinoline in a CH3CN/H2O mixture (50 mL/50 mL). The reaction medium is stirred for 1 h 45 min and is then basified with 500 mL of saturated NaHCO3 solution. 200 mL of H2O are added and the mixture is extracted with CHCl3 (3 times 500 mL) After drying over MgSO4 and evaporating off the solvent, 3.4 g of expected product are obtained in the form of a brown-yellow powder, wh... Starting materials: Brc1cncnc1, C=CCO, [H-], [Na+], O. Reaction SMILES: [Br:1][c:2]1[cH:3][n:4][cH:5][n:6][cH:7]1.[CH2:8]([CH:9]=[CH2:10])[OH:11].[H-:13].[Na+:12].[OH2:14]>>[c:2]1([O:11][CH2:8][CH:9]=[CH2:10])[cH:3][n:4][cH:5][n:6][cH:7]1. Product: C=CCOc1cncnc1. Reactants: OCC(C(=O)O)(C)CO (2,2-bis(hydroxymethyl)-propanoic acid), OCC(C(=O)O)(C)CO (2,2-bis(hydroxymethyl)propanoic acid), acetal, C(C1=CC=CC=C1)=O (benzaldehyde). Product: CC1(COC(OC1)C1=CC=CC=C1)C(=O)O (5-methyl-2-phenyl-1,3-dioxane-5-carboxylic acid). Reaction SMILES: [OH:1][CH2:2][C:3]([CH2:8][OH:9])([CH3:7])[C:4]([OH:6])=[O:5].[CH:10](=O)[C:11]1[CH:16]=[CH:15][CH:14]=[CH:13][CH:12]=1>>[CH3:7][C:3]1([C:4]([OH:6])=[O:5])[CH2:8][O:9][CH:10]([C:11]2[CH:16]=[CH:15][CH:14]=[CH:13][CH:12]=2)[O:1][CH2:2]1. Procedure details: Synthesis of benzylidene protected 2,2-bis(hydroxymethyl)-propanoic acid, that is the acetal of benzaldehyde and 2,2-bis(hydroxymethyl)propanoic acid, yielding 5-methyl-2-phenyl-1,3-dioxane-5-carboxylic acid. Reactants: CS(=O)(=O)C1=CC=C(C=C1)C=1C=2N(C=CC1)N=C(N2)N (8-(4-methanesulfonyl-phenyl)-[1,2,4]triazolo[1,5-a]pyridin-2-ylamine), BrC1=CC=C(C=C1)S(=O)(=O)C (1-bromo-4-methanesulfonyl-benzene), C1(CCCCC1)P(C1=C(C=CC=C1)C1=C(C=CC=C1)P(C1CCCCC1)C1CCCCC1)C1CCCCC1 (2,2′-bis-dicyclohexylphosphanyl-biphenyl). The product is CS(=O)(=O)C1=CC=C(C=C1)NC1=NN2C(C(=CC=C2)C2=CC=C(C=C2)S(=O)(=O)C)=N1 ((4-Methanesulfonyl-phenyl)-[8-(4-methanesulfonyl-phenyl)-[1,2,4]triazolo[1,5-a]pyridin-2-yl]-amine), solid. Isolated yield 55.0%. Reaction SMILES: [CH3:1][S:2]([C:5]1[CH:10]=[CH:9][C:8]([C:11]2[C:12]3[N:13]([N:17]=[C:18]([NH2:20])[N:19]=3)[CH:14]=[CH:15][CH:16]=2)=[CH:7][CH:6]=1)(=[O:4])=[O:3].Br[C:22]1[CH:27]=[CH:26][C:25]([S:28]([CH3:31])(=[O:30])=[O:29])=[CH:24][CH:23]=1.C1(P(C2CCCCC2)C2C=CC=CC=2C2C=CC=CC=2P(C2CCCCC2)C2CCCCC2)CCCCC1>>[CH3:31][S:28]([C:25]1[CH:26]=[CH:27][C:22]([NH:20][C:18]2[N:19]=[C:12]3[C:11]([C:8]4[CH:9]=[CH:10][C:5]([S:2]([CH3:1])(=[O:3])=[O:4])=[CH:6][CH:7]=4)=[CH:16][CH:15]=[CH:14][N:13]3[N:17]=2)=[CH:23][CH:24]=1)(=[O:30])=[O:29]. Reported procedure: (4-Methanesulfonyl-phenyl)-[8-(4-methanesulfonyl-phenyl)-[1,2,4]triazolo[1,5-a]pyridin-2-yl]-amine was prepared from 8-(4-methanesulfonyl-phenyl)-[1,2,4]triazolo[1,5-a]pyridin-2-ylamine (75.0 mg, 0.260 mmol) and 1-bromo-4-methanesulfonyl-benzene (75.0 mg, 0.319 mmol) with 2,2′-bis-dicyclohexylphosphanyl-biphenyl (30.0 mg, 0.0549 mmol) as the ligand in a manner analogous to Example 2d. Product isolated as tan solid (0.063 g, 55%). MP=280-282° C. 1H NMR (400 MHz, CDCl3, δ, ppm): 8.56 (d, J=5.7 Hz,... Reactants: CCCP1(=O)OP(=O)(OP(=O)(O1)CCC)CCC (1-propanephosphonic acid cyclic anhydride), ClC=1C=C(C=CC1)C1=C(C=NO1)C(=O)O (5-(3-chlorophenyl)isoxazole-4-carboxylic acid), C(C)NCC1=CC=CC=C1 (N-ethylbenzylamine). The solvent is C(C)N(CC)CC (triethylamine). Product: C(C1=CC=CC=C1)N(C(=O)C=1C=NOC1C1=CC(=CC=C1)Cl)CC (N-Benzyl-5-(3-chlorophenyl)-N-ethylisoxazole-4-carboxamide), solid. RXN SMILES: [Cl:1][C:2]1[CH:3]=[C:4]([C:8]2[O:12][N:11]=[CH:10][C:9]=2[C:13]([OH:15])=O)[CH:5]=[CH:6][CH:7]=1.[CH2:16]([NH:18][CH2:19][C:20]1[CH:25]=[CH:24][CH:23]=[CH:22][CH:21]=1)[CH3:17].CCCP1(OP(CCC)(=O)OP(CCC)(=O)O1)=O>C(N(CC)CC)C>[CH2:19]([N:18]([CH2:16][CH3:17])[C:13]([C:9]1[CH:10]=[N:11][O:12][C:8]=1[C:4]1[CH:5]=[CH:6][CH:7]=[C:2]([Cl:1])[CH:3]=1)=[O:15])[C:20]1[CH:25]=[CH:24][CH:23]=[CH:22][CH:21]=1. Reported procedure: The title compound was prepared from 5-(3-chlorophenyl)isoxazole-4-carboxylic acid (11.2 mg, 0.050 mmol) and N-ethylbenzylamine (8.1 mg, 0.060 mmol) as described in synthetic method A (using 21 μL of triethylamine and 45 μL of 1-propanephosphonic acid cyclic anhydride) and thereafter purified by preparative HPLC method B (without the extraction step) to give a solid (4.1 mg). MS (pos) m/z 341.2 (M+H). Reactants: CO, O=C(NC1CCc2ccc(C(=O)N3CCC4(CCN(C(=O)C(F)(F)F)CC4)C3)cc21)c1ccccc1Cl, [K+], [OH-]. Product: O=C(NC1CCc2ccc(C(=O)N3CCC4(CCNCC4)C3)cc21)c1ccccc1Cl. RXN SMILES: [CH3:40][OH:41].[Cl:3][c:4]1[c:5]([C:6](=[O:7])[NH:8][CH:9]2[CH2:10][CH2:11][c:12]3[cH:13][cH:14][c:15]([C:18](=[O:19])[N:20]4[CH2:21][C:22]5([CH2:23][CH2:24]4)[CH2:25][CH2:26][N:27]([C:30](=[O:31])[C:32]([F:33])([F:34])[F:35])[CH2:28][CH2:29]5)[cH:16][c:17]32)[cH:36][cH:37][cH:38][cH:39]1.[K+:2].[OH-:1]>>[Cl:3][c:4]1[c:5]([C:6](=[O:7])[NH:8][CH:9]2[CH2:10][CH2:11][c:12]3[cH:13][cH:14][c:15]([C:18](=[O:19])[N:20]4[CH2:21][C:22]5([CH2:23][CH2:24]4)[CH2:25][CH2:26][NH:27][CH2:28][CH2:29]5)[cH:16][c:17]32)[cH:36][cH:37][cH:38][cH:39]1.